This data is from the Open Reaction Database (ORD), a public repository of structured organic reaction records. The task is: describe an organic reaction: reactants, conditions, products, and yield Reactants: resultant mixture, CC(C=O)COC1OCCCC1 (2-methyl-3-tetrahydropyranyloxypropanal), C(C1=CC=CC=C1)NO (benzylhydroxylamine), [Cl-].[Ca+2].[Cl-] (calcium chloride). Run in CCOCC (ether). Product: CC(C=[N+](CC1=CC=CC=C1)[O-])COC1OCCCC1 (N-(2-methyl-3-tetrahydropyranyloxypropylidene)-benzylamine-N-oxide). Isolated yield 62.9%. Reaction SMILES: [CH3:1][CH:2]([CH2:5][O:6][CH:7]1[CH2:12][CH2:11][CH2:10][CH2:9][O:8]1)[CH:3]=O.[CH2:13]([NH:20][OH:21])[C:14]1[CH:19]=[CH:18][CH:17]=[CH:16][CH:15]=1.[Cl-].[Ca+2].[Cl-]>CCOCC>[CH3:1][CH:2]([CH2:5][O:6][CH:7]1[CH2:12][CH2:11][CH2:10][CH2:9][O:8]1)[CH:3]=[N+:20]([O-:21])[CH2:13][C:14]1[CH:19]=[CH:18][CH:17]=[CH:16][CH:15]=1 |f:2.3.4|. Reported procedure: An etheral solution (1 ml) of 2-methyl-3-tetrahydropyranyloxypropanal (37.9 mg; 0.20 mmol) was added dropwise to a suspension of benzylhydroxylamine (28.7 mg; 0.23 mmol) and powdery calcium chloride (22.2 mg; 0.20 mmol) in ether (0.5 ml) at 0° C., and the resultant mixture was stirred for 1.5 hours. The reaction mixture was purified by TLC using ethyl acetate to give N-(2-methyl-3-tetrahydropyranyloxypropylidene)-benzylamine-N-oxide (34.9 mg; yield, 57%). Starting materials: ClC1=CC(=C(C=C1)NCC(=O)OCC)OC1=C(C=C(C=C1)S(=O)(=O)C)Cl (N-[4-chloro-2-[2-chloro-4-(methylsulfonyl)phenoxy]phenyl]-glycine, ethyl ester), C(O)([O-])=O.[Na+] (Sodium hydrogen carbonate). The solvent is O (water), COS(=O)(=O)OC (dimethylsulphate). Yields the product ClC1=CC(=C(C=C1)N(CC(=O)OCC)C)OC1=C(C=C(C=C1)S(=O)(=O)C)Cl (N-[4-chloro-2-[2-chloro-4-(methylsulfonyl)phenoxy]phenyl]-N-methyl-glycine, ethyl ester). RXN SMILES: [Cl:1][C:2]1[CH:7]=[CH:6][C:5]([NH:8][CH2:9][C:10]([O:12][CH2:13][CH3:14])=[O:11])=[C:4]([O:15][C:16]2[CH:21]=[CH:20][C:19]([S:22]([CH3:25])(=[O:24])=[O:23])=[CH:18][C:17]=2[Cl:26])[CH:3]=1.[C:27](=O)([O-])O.[Na+]>COS(OC)(=O)=O.O>[Cl:1][C:2]1[CH:7]=[CH:6][C:5]([N:8]([CH3:27])[CH2:9][C:10]([O:12][CH2:13][CH3:14])=[O:11])=[C:4]([O:15][C:16]2[CH:21]=[CH:20][C:19]([S:22]([CH3:25])(=[O:23])=[O:24])=[CH:18][C:17]=2[Cl:26])[CH:3]=1 |f:1.2|. Procedure: The subtitle compound was prepared by using the product from example 15 step ii). (0.70 g) which was dissolved in dimethylsulphate (3 ml). Sodium hydrogen carbonate (0.355 g) was added and heated to 90 C for 2 hours. The mixture was diluted with water, extracted with ethyl acetate, dried, and concentrated under reduced pressure to give an oil. The residue was purified by chromatography on silica eluting with diethyl ether, yield 0.70 g. Reactants: CC(=O)O, CC(C)CC(C(=O)OCC1CC1)c1ccc([N+](=O)[O-])c(OCC2CC2)c1, O. Product: CC(C)CC(C(=O)OCC1CC1)c1ccc(N)c(OCC2CC2)c1. RXN SMILES: [C:27]([OH:28])(=[O:29])[CH3:30].[CH:1]1([CH2:4][O:5][C:6]([CH:7]([CH2:8][CH:9]([CH3:10])[CH3:11])[c:12]2[cH:13][c:14]([O:21][CH2:22][CH:23]3[CH2:24][CH2:25]3)[c:15]([N+:18]([O-:19])=[O:20])[cH:16][cH:17]2)=[O:26])[CH2:2][CH2:3]1.[OH2:31]>>[CH:1]1([CH2:4][O:5][C:6]([CH:7]([CH2:8][CH:9]([CH3:10])[CH3:11])[c:12]2[cH:13][c:14]([O:21][CH2:22][CH:23]3[CH2:24][CH2:25]3)[c:15]([NH2:18])[cH:16][cH:17]2)=[O:26])[CH2:2][CH2:3]1. The reactants are COC[C@@H](OC=1C=C(C=C(C1)OC=1C=NC(=CC1)S(=O)(=O)C)C1=CC=C(N1)C=1OC[C@H](N1)C(=O)OC)C (Methyl (4S)-2-[5-(3-[(1S)-2-methoxy-1-methylethoxy]-5-{[6-(methylsulfonyl)pyridin-3-yl]oxy}phenyl)-1H-pyrrol-2-yl]-4,5-dihydro-1,3-oxazole-4-carboxylate), [H-].[Al+3].[Li+].[H-].[H-].[H-] (lithium aluminum hydride), O (water), [OH-].[Na+] (sodium hydroxide), O (water). The solvent is O1CCCC1 (tetrahydrofuran), C(C)(=O)OCC (Ethyl acetate). Run at time 30 minute. Yields the product COC[C@@H](OC=1C=C(C=C(C1)OC=1C=NC(=CC1)S(=O)(=O)C)C1=CC=C(N1)C=1OC[C@H](N1)CO)C ({(4R)-2-[5-(3-[(1S)-2-Methoxy-1-methylethoxy]-5-{[6-(methylsulfonyl)pyridin-3-yl]oxy}phenyl)-1H-pyrrol-2-yl]-4,5-dihydro-1,3-oxazol-4-yl}methanol). Isolated yield 69.1%. RXN SMILES: [CH3:1][O:2][CH2:3][C@H:4]([CH3:37])[O:5][C:6]1[CH:7]=[C:8]([C:23]2[NH:27][C:26]([C:28]3[O:29][CH2:30][C@@H:31]([C:33](OC)=[O:34])[N:32]=3)=[CH:25][CH:24]=2)[CH:9]=[C:10]([O:12][C:13]2[CH:14]=[N:15][C:16]([S:19]([CH3:22])(=[O:21])=[O:20])=[CH:17][CH:18]=2)[CH:11]=1.[H-].[Al+3].[Li+].[H-].[H-].[H-].O.[OH-].[Na+]>O1CCCC1.C(OCC)(=O)C>[CH3:1][O:2][CH2:3][C@H:4]([CH3:37])[O:5][C:6]1[CH:7]=[C:8]([C:23]2[NH:27][C:26]([C:28]3[O:29][CH2:30][C@@H:31]([CH2:33][OH:34])[N:32]=3)=[CH:25][CH:24]=2)[CH:9]=[C:10]([O:12][C:13]2[CH:14]=[N:15][C:16]([S:19]([CH3:22])(=[O:20])=[O:21])=[CH:17][CH:18]=2)[CH:11]=1 |f:1.2.3.4.5.6,8.9|. Procedure details: Methyl (4S)-2-[5-(3-[(1S)-2-methoxy-1-methylethoxy]-5-{[6-(methylsulfonyl)pyridin-3-yl]oxy}phenyl)-1H-pyrrol-2-yl]-4,5-dihydro-1,3-oxazole-4-carboxylate (1.76 g, 3.32 mmol) synthesized in Example (86b) was dissolved in tetrahydrofuran (30 mL), and lithium aluminum hydride (0.25 g, 6.65 mmol) was added at 0° C. After stirring for 30 minutes under nitrogen atmosphere, water (0.25 mL), a 5N aqueous sodium hydroxide solution (0.25 mL) and water (0.75 mL) were added in this order, and stirring was ca... Starting materials: C1CCOC1, CCCC1CCC(c2ccc(-c3ccc(C(F)(F)F)cc3)cc2)CC1, CN(C)CCN(C)C, [Li]CCCC, CCCCCC, Cc1cc(C)[n+](F)c(C)c1, O=S(=O)([O-])C(F)(F)F. As a reaction SMILES: [CH2:63]1[O:64][CH2:65][CH2:66][CH2:67]1.[CH2:9]([CH2:10][CH3:11])[CH:12]1[CH2:13][CH2:14][CH:15]([c:18]2[cH:19][cH:20][c:21](-[c:24]3[cH:25][cH:26][c:27]([C:30]([F:31])([F:32])[F:33])[cH:28][cH:29]3)[cH:22][cH:23]2)[CH2:16][CH2:17]1.[CH3:1][N:2]([CH3:3])[CH2:4][CH2:5][N:6]([CH3:7])[CH3:8].[CH3:34][CH2:35][CH2:36][CH2:37][Li:38].[CH3:57][CH2:58][CH2:59][CH2:60][CH2:61][CH3:62].[F:47][n+:48]1[c:49]([CH3:50])[cH:51][c:52]([CH3:53])[cH:54][c:55]1[CH3:56].[S:39]([O-:40])([C:41]([F:42])([F:43])[F:44])(=[O:45])=[O:46]>>[CH2:9]([CH2:10][CH3:11])[CH:12]1[CH2:13][CH2:14][CH:15]([c:18]2[cH:19][cH:20][c:21](-[c:24]3[cH:25][c:26]([F:43])[c:27]([C:30]([F:31])([F:32])[F:33])[cH:28][cH:29]3)[cH:22][cH:23]2)[CH2:16][CH2:17]1. The product is CCCC1CCC(c2ccc(-c3ccc(C(F)(F)F)c(F)c3)cc2)CC1.